describe an organic reaction: reactants, conditions, products, and yield From a dataset of the Open Reaction Database (ORD), a public repository of structured organic reaction records. Starting materials: CNc1cc(C(C)(C)C)[nH]n1, COC(=O)Cl, C1COCCO1. Yields the product COC(=O)N(C)c1cc(C(C)(C)C)[nH]n1. Reaction SMILES: [CH3:1][NH:2][c:3]1[n:4][nH:5][c:6]([C:8]([CH3:9])([CH3:10])[CH3:11])[cH:7]1.[Cl:12][C:13](=[O:14])[O:15][CH3:16].[O:17]1[CH2:18][CH2:19][O:20][CH2:21][CH2:22]1>>[CH3:1][N:2]([c:3]1[n:4][nH:5][c:6]([C:8]([CH3:9])([CH3:10])[CH3:11])[cH:7]1)[C:13](=[O:14])[O:15][CH3:16]. Starting materials: C=CC(=O)Cl, [Na+], [OH-], O, O=C(O)c1ccc2cc(O)ccc2c1. Yields the product C=CC(=O)Oc1ccc2cc(C(=O)O)ccc2c1. As a reaction SMILES: [C:17]([CH:18]=[CH2:19])(=[O:20])[Cl:21].[Na+:16].[OH-:15].[OH2:22].[OH:1][c:2]1[cH:3][c:4]2[cH:5][cH:6][c:7]([C:12](=[O:13])[OH:14])[cH:8][c:9]2[cH:10][cH:11]1>>[O:1]([c:2]1[cH:3][c:4]2[cH:5][cH:6][c:7]([C:12](=[O:13])[OH:14])[cH:8][c:9]2[cH:10][cH:11]1)[C:17]([CH:18]=[CH2:19])=[O:20]. Reactants: C=C(CCl)CN(Cc1ccccc1)C(CC(=O)OC(C)(C)C)C(=O)OCc1ccccc1, CC(C)=O, [I-], [Na+]. The product is C=C(CI)CN(Cc1ccccc1)C(CC(=O)OC(C)(C)C)C(=O)OCc1ccccc1. Reaction SMILES: [CH2:1]([c:2]1[cH:3][cH:4][cH:5][cH:6][cH:7]1)[N:8]([CH:9]([C:10](=[O:11])[O:12][CH2:13][c:14]1[cH:15][cH:16][cH:17][cH:18][cH:19]1)[CH2:20][C:21](=[O:22])[O:23][C:24]([CH3:25])([CH3:26])[CH3:27])[CH2:28][C:29](=[CH2:30])[CH2:31][Cl:32].[CH3:35][C:36](=[O:37])[CH3:38].[I-:33].[Na+:34]>>[CH2:1]([c:2]1[cH:3][cH:4][cH:5][cH:6][cH:7]1)[N:8]([CH:9]([C:10](=[O:11])[O:12][CH2:13][c:14]1[cH:15][cH:16][cH:17][cH:18][cH:19]1)[CH2:20][C:21](=[O:22])[O:23][C:24]([CH3:25])([CH3:26])[CH3:27])[CH2:28][C:29](=[CH2:30])[CH2:31][I:33]. Reactants: OO (Hydrogen peroxide), FC(C(=O)OC(C(F)(F)F)=O)(F)F (trifluoroacetic anhydride), C(C)OC=1C=CC2=C(N=C(N=[N+]2[O-])NCCN(C)C)C1 (N1-(6-Ethoxy-1-oxido-1,2,4-benzotriazin-3-yl)-N2,N2-dimethyl-1,2-ethanediamine), FC(C(=O)O)(F)F (trifluoroacetic acid). Solvent: N (NH3), C(Cl)Cl (DCM), C(Cl)Cl (DCM). Conditions: temperature 5 celsius, time 5 minute. The product is C(C)OC=1C=CC2=C([N+](=C(N=[N+]2[O-])NCCN(C)C)[O-])C1 (N1-(6-Ethoxy-1,4-dioxido-1,2,4-benzotriazin-3-yl)-N2,N2-dimethyl-1,2-ethanediamine). Yield: 30.4%. Reaction SMILES: OO.FC(F)(F)C(OC(=O)C(F)(F)F)=[O:6].[CH2:16]([O:18][C:19]1[CH:20]=[CH:21][C:22]2[N+:27]([O-:28])=[N:26][C:25]([NH:29][CH2:30][CH2:31][N:32]([CH3:34])[CH3:33])=[N:24][C:23]=2[CH:35]=1)[CH3:17].FC(F)(F)C(O)=O>C(Cl)Cl.N>[CH2:16]([O:18][C:19]1[CH:20]=[CH:21][C:22]2[N+:27]([O-:28])=[N:26][C:25]([NH:29][CH2:30][CH2:31][N:32]([CH3:34])[CH3:33])=[N+:24]([O-:6])[C:23]=2[CH:35]=1)[CH3:17]. Procedure: Hydrogen peroxide (70%, 0.7 mL, ca. 13.9 mmol) was added dropwise to a stirred solution of trifluoroacetic anhydride (2.0 mL, 13.9 mmol) in DCM (20 mL) at 5° C. The mixture was stirred at 5° C. for 5 min, warmed to 20° C., stirred for 10 min, and cooled to 5° C. The mixture was added to a stirred solution of 1-oxide 18 (385 mg, 1.4 mmol) and trifluoroacetic acid (0.53 mL, 6.9 mmol) in DCM (20 mL) at 5° C. and the mixture stirred at 20° C. for 6 h. The solution was carefully diluted with dil. aq.... The reactants are C[N+](C)(C)[O-], C1=CC2CC1Cc1cccnc12, ClCCl, O, O. Product: OC1C2Cc3cccnc3C(C2)C1O. As a reaction SMILES: [CH3:15][N+:16]([O-:17])([CH3:18])[CH3:19].[CH:1]12[c:2]3[n:3][cH:4][cH:5][cH:6][c:7]3[CH2:8][CH:9]([CH:10]=[CH:11]1)[CH2:12]2.[Cl:20][CH2:21][Cl:22].[OH2:13].[OH2:14]>>[CH:1]12[c:2]3[n:3][cH:4][cH:5][cH:6][c:7]3[CH2:8][CH:9]([CH:10]([OH:14])[CH:11]1[OH:13])[CH2:12]2.